Dataset: the Open Reaction Database (ORD), a public repository of structured organic reaction records. Task: describe an organic reaction: reactants, conditions, products, and yield The reactants are C(C)(=O)N1CCC(CC1)C=1NN=C2C=C(C=CC12)F (1-acetyl-4-(6-fluoro-2H-indazol-3-yl)piperidine), ClCC1=CC=CC=C1 (chloromethylbenzene), 15.8, [H-].[Na+] (sodium hydride). Run in CS(=O)C (dimethyl sulfoxide). Run at time 1 hour. Yields the product 91, C(C)(=O)N1CCC(CC1)C=1N(N=C2C=C(C=CC12)F)CC1=CC=CC=C1 (1-acetyl-4-[6-fluoro-2-(phenylmethyl)-2H-indazol-3-yl]piperidine). The yield is 86.3%. RXN SMILES: [H-].[Na+].[C:3]([N:6]1[CH2:11][CH2:10][CH:9]([C:12]2[NH:13][N:14]=[C:15]3[C:20]=2[CH:19]=[CH:18][C:17]([F:21])=[CH:16]3)[CH2:8][CH2:7]1)(=[O:5])[CH3:4].Cl[CH2:23][C:24]1[CH:29]=[CH:28][CH:27]=[CH:26][CH:25]=1>CS(C)=O>[C:3]([N:6]1[CH2:11][CH2:10][CH:9]([C:12]2[N:13]([CH2:23][C:24]3[CH:29]=[CH:28][CH:27]=[CH:26][CH:25]=3)[N:14]=[C:15]3[C:20]=2[CH:19]=[CH:18][C:17]([F:21])=[CH:16]3)[CH2:8][CH2:7]1)(=[O:5])[CH3:4] |f:0.1|. Procedure: To a stirred mixture of 15.8 parts of a sodium hydride dispersion 50% and 660 parts of dimethyl sulfoxide were added portionwise 78.4 parts of 1-acetyl-4-(6-fluoro-2H-indazol-3-yl)piperidine under nitrogen atmosphere. Upon complete addition, stirring was continued for 1 hour at room temperature. 42 Parts of chloromethylbenzene were added dropwise during 45 minutes. Upon completion, stirring was continued overnight at room temperature. The reaction mixture was poured into crushed ice and the prod... The reactants are C(#N)C1=CC=C(C=C1)NC(=O)C1C(C2(C(N1)CC(C)(C)C)C(NC1=CC(=CC=C12)Cl)=O)C1=C(C(=CC=C1)Cl)F (rac-(2′S,3′R,4′S,5′R)-6-chloro-4′-(3-chloro-2-fluoro-phenyl)-2′-(2,2-dimethyl-propyl)-2-oxo-1,2-dihydro-spiro[indole-3,3′-pyrrolidine]-5′-carboxylic acid (4-cyano-phenyl)-amide), OO (H2O2), [OH-].[Na+] (NaOH). Run in CS(=O)C (DMSO). Run at temperature 0 celsius, time 1 hour. The product is C(N)(=O)C1=CC=C(C=C1)NC(=O)C1C(C2(C(N1)CC(C)(C)C)C(NC1=CC(=CC=C12)Cl)=O)C1=C(C(=CC=C1)Cl)F (rac-(2′S,3′R,4′S,5′R)-6-chloro-4′-(3-chloro-2-fluoro-phenyl)-2′-(2,2-dimethyl-propyl)-2-oxo-1,2-dihydro-spiro[indole-3,3′-pyrrolidine]-5′-carboxylic acid (4-carbamoyl-phenyl)-amide). Isolated yield 71.9%. RXN SMILES: [C:1]([C:3]1[CH:8]=[CH:7][C:6]([NH:9][C:10]([CH:12]2[NH:16][CH:15]([CH2:17][C:18]([CH3:21])([CH3:20])[CH3:19])[C:14]3([C:29]4[C:24](=[CH:25][C:26]([Cl:30])=[CH:27][CH:28]=4)[NH:23][C:22]3=[O:31])[CH:13]2[C:32]2[CH:37]=[CH:36][CH:35]=[C:34]([Cl:38])[C:33]=2[F:39])=[O:11])=[CH:5][CH:4]=1)#[N:2].[OH:40]O.[OH-].[Na+]>CS(C)=O>[C:1]([C:3]1[CH:4]=[CH:5][C:6]([NH:9][C:10]([CH:12]2[NH:16][CH:15]([CH2:17][C:18]([CH3:21])([CH3:20])[CH3:19])[C:14]3([C:29]4[C:24](=[CH:25][C:26]([Cl:30])=[CH:27][CH:28]=4)[NH:23][C:22]3=[O:31])[CH:13]2[C:32]2[CH:37]=[CH:36][CH:35]=[C:34]([Cl:38])[C:33]=2[F:39])=[O:11])=[CH:7][CH:8]=1)(=[O:40])[NH2:2] |f:2.3|. Reported procedure: To the solution of rac-(2′S,3′R,4′S,5′R)-6-chloro-4′-(3-chloro-2-fluoro-phenyl)-2′-(2,2-dimethyl-propyl)-2-oxo-1,2-dihydro-spiro[indole-3,3′-pyrrolidine]-5′-carboxylic acid (4-cyano-phenyl)-amide (0.35 g, 0.62 mmol) prepared in Example 7 in DMSO (7 mL) at 0° C. was added an aqueous solution (30% Aldrich) of H2O2 (1.05 g, 9.3 mmol), then aqueous solution (1N) of NaOH (3 mL, 3 mmol) was added dropwise. The reaction mixture was stirred at 0° C. for 1 h. The mixture was partitioned between ethyl ace... Starting materials: CN(C)C(C(=O)N([C@H]1C=2N([C@@H](CCC1)C)C(C(=C(N2)C(=O)OC)OS(=O)(=O)C)=O)C)=O (Trans-rac-methyl 10-[[(dimethylamino)(oxo)acetyl](methyl)amino]-6-methyl-3-[(methylsulfonyl)oxy]-4-oxo-4,6,7,8,9,10-hexahydropyrimido[1,2-a]azepine-2-carboxylate), CC1=C(C=C(CN)C=C1)F (4-methyl-3-fluorobenzylamine). Run in CS(=O)C (DMSO). Reaction conditions: temperature 100 celsius. The product is FC=1C=C(CNC(=O)C=2N=C3N([C@@H](CCC[C@H]3N(C(C(=O)N(C)C)=O)C)C)C(C2O)=O)C=CC1C (Racemic-trans-N-(2-{[(3-fluoro-4-methylbenzyl)amino]carbonyl}-3-hydroxy-6-methyl-4-oxo-4,6,7,8,9,10-hexahydropyrimido[1,2-a]azepin-10-yl)-N,N′,N′-trimethylethanediamide). RXN SMILES: [CH3:1][N:2]([C:4](=[O:31])[C:5]([N:7]([CH3:30])[C@@H:8]1[CH2:14][CH2:13][CH2:12][C@@H:11]([CH3:15])[N:10]2[C:16](=[O:29])[C:17]([O:24]S(C)(=O)=O)=[C:18]([C:20](OC)=[O:21])[N:19]=[C:9]12)=[O:6])[CH3:3].[CH3:32][C:33]1[CH:40]=[CH:39][C:36]([CH2:37][NH2:38])=[CH:35][C:34]=1[F:41]>CS(C)=O>[F:41][C:34]1[CH:35]=[C:36]([CH:39]=[CH:40][C:33]=1[CH3:32])[CH2:37][NH:38][C:20]([C:18]1[N:19]=[C:9]2[C@H:8]([N:7]([CH3:30])[C:5](=[O:6])[C:4]([N:2]([CH3:3])[CH3:1])=[O:31])[CH2:14][CH2:13][CH2:12][C@@H:11]([CH3:15])[N:10]2[C:16](=[O:29])[C:17]=1[OH:24])=[O:21]. Reported procedure: The trans-rac-methyl 10-[[(dimethylamino)(oxo)acetyl](methyl)amino]-6-methyl-3-[(methylsulfonyl)oxy]-4-oxo-4,6,7,8,9,10-hexahydropyrimido[1,2-a]azepine-2-carboxylate from Step 10 (50 mg) was dissolved in DMSO (2 mL) and 4-methyl-3-fluorobenzylamine (0.1 mL) added. The resulting mixture was heated at 100° C. for 30 minutes. As determined by LC-MS, there was complete conversion to product which was purified by reverse phase Gilson chromatography: 1H NMR (400 MHz, CDCl3) δ 9.46 (br s, 1H), 7.05 (m,... Starting materials: FC1=C(C(=CC=C1)F)N1C(C=CC2=C1N=C(N=C2C=2C=C(C(=O)O)C=CC2C)SC)=O (3-[8-(2,6-difluorophenyl)-2-(methylthio)-7-oxo-7,8-dihydropyrido[2,3-d]pyrimidin-4-yl]-4-methylbenzoic acid), FC1=CC=C(N)C=C1 (4-fluoroaniline). Solvent: C(CCl)Cl (EDC). Product: FC1=C(C(=CC=C1)F)N1C(C=CC2=C1N=C(N=C2C=2C=C(C(=O)NC1=CC=C(C=C1)F)C=CC2C)SC)=O (3-[8-(2,6-difluorophenyl)-2-(methylthio)-7-oxo-7,8-dihydropyrido[2,3-d]pyrimidin-4-yl]-N-(4-fluorophenyl)-4-methylbenzamide). The yield is 34.0%. Reaction SMILES: [F:1][C:2]1[CH:7]=[CH:6][CH:5]=[C:4]([F:8])[C:3]=1[N:9]1[C:14]2[N:15]=[C:16]([S:29][CH3:30])[N:17]=[C:18]([C:19]3[CH:20]=[C:21]([CH:25]=[CH:26][C:27]=3[CH3:28])[C:22](O)=[O:23])[C:13]=2[CH:12]=[CH:11][C:10]1=[O:31].[F:32][C:33]1[CH:39]=[CH:38][C:36]([NH2:37])=[CH:35][CH:34]=1>C(Cl)CCl>[F:8][C:4]1[CH:5]=[CH:6][CH:7]=[C:2]([F:1])[C:3]=1[N:9]1[C:14]2[N:15]=[C:16]([S:29][CH3:30])[N:17]=[C:18]([C:19]3[CH:20]=[C:21]([CH:25]=[CH:26][C:27]=3[CH3:28])[C:22]([NH:37][C:36]3[CH:38]=[CH:39][C:33]([F:32])=[CH:34][CH:35]=3)=[O:23])[C:13]=2[CH:12]=[CH:11][C:10]1=[O:31]. Procedure details: The title compound was prepared from 3-[8-(2,6-difluorophenyl)-2-(methylthio)-7-oxo-7,8-dihydropyrido[2,3-d]pyrimidin-4-yl]-4-methylbenzoic acid and 4-fluoroaniline by following the General Procedure for EDC couplings as disclosed in the general experimental section above. Crude reaction mixture was purified via flash chromatography (EtOAc:Hexanes, 2:1) to afford the title compound (0.125 g, 34%). Starting materials: C(CC)C1=CC=C(C=C1)C=CC1=CC=C(C=C1)C1=CC=C(C=C1)F (1-(p-n-propylphenyl)-2-(4'-fluorobiphenyl-4-yl)ethene). The reagents and catalysts are [Pd] (Pd/C). Solvent: O1CCCC1 (tetrahydrofuran). Yields the product C(CC)C1=CC=C(C=C1)CCC1=CC=C(C=C1)C1=CC=C(C=C1)F (1-(p-propylphenyl)-2-(4'-fluorobiphenyl-4-yl)ethane). RXN SMILES: [CH2:1]([C:4]1[CH:9]=[CH:8][C:7]([CH:10]=[CH:11][C:12]2[CH:17]=[CH:16][C:15]([C:18]3[CH:23]=[CH:22][C:21]([F:24])=[CH:20][CH:19]=3)=[CH:14][CH:13]=2)=[CH:6][CH:5]=1)[CH2:2][CH3:3]>O1CCCC1.[Pd]>[CH2:1]([C:4]1[CH:5]=[CH:6][C:7]([CH2:10][CH2:11][C:12]2[CH:17]=[CH:16][C:15]([C:18]3[CH:23]=[CH:22][C:21]([F:24])=[CH:20][CH:19]=3)=[CH:14][CH:13]=2)=[CH:8][CH:9]=1)[CH2:2][CH3:3]. Procedure details: A solution of 10.6 g of 1-(p-n-propylphenyl)-2-(4'-fluorobiphenyl-4-yl)ethene [obtained by Heck coupling of 4-propylstyrene with 4-bromo-4'-n-fluorobiphenyl] in 200 ml of tetrahydrofuran is hydrogenated in the presence of Pd/C until the take-up H of is complete. Customary work-up gives 1-(p-propylphenyl)-2-(4'-fluorobiphenyl-4-yl)ethane, mp. 97°.